This data is from the Open Reaction Database (ORD), a public repository of structured organic reaction records. The task is: describe an organic reaction: reactants, conditions, products, and yield Starting materials: CC(C)Br, CC[N+](CC)(CC)Cc1ccccc1, [Cl-], COc1ccc(CC#N)cc1F, [Na+], [OH-], O. Product: COc1ccc(C(C#N)C(C)C)cc1F. RXN SMILES: [Br:13][CH:14]([CH3:15])[CH3:16].[CH2:20]([N+:21]([CH2:22][CH3:23])([CH2:24][CH3:25])[CH2:26][CH3:27])[c:28]1[cH:29][cH:30][cH:31][cH:32][cH:33]1.[Cl-:19].[F:1][c:2]1[cH:3][c:4]([CH2:10][C:11]#[N:12])[cH:5][cH:6][c:7]1[O:8][CH3:9].[Na+:18].[OH-:17].[OH2:34]>>[F:1][c:2]1[cH:3][c:4]([CH:10]([C:11]#[N:12])[CH:14]([CH3:15])[CH3:16])[cH:5][cH:6][c:7]1[O:8][CH3:9]. Starting materials: ClC1=CC=C(C(=O)N)C=C1 (4-chlorobenzamide), ClCC(=O)CCl (1,3-dichloroacetone). The product is ClCC=1N=C(OC1)C1=CC=C(C=C1)Cl (4-chloromethyl-2-(4-chlorophenyl)oxazole). Yield: 54.0%. Reaction SMILES: [Cl:1][C:2]1[CH:10]=[CH:9][C:5]([C:6]([NH2:8])=[O:7])=[CH:4][CH:3]=1.[Cl:11][CH2:12][C:13]([CH2:15]Cl)=O>>[Cl:11][CH2:12][C:13]1[N:8]=[C:6]([C:5]2[CH:9]=[CH:10][C:2]([Cl:1])=[CH:3][CH:4]=2)[O:7][CH:15]=1. Procedure details: In substantially the same manner as in Reference Example 31, 4-chlorobenzamide was allowed to react with 1,3-dichloroacetone to give 4-chloromethyl-2-(4-chlorophenyl)oxazole. The yield was 54%. Recrystallization from isopropyl ether gave colorless needles, mp 97-98° C. Starting materials: 15, FC1=CC(=C(C(=O)N2CC2)C=C1)[N+](=O)[O-] (1-(4-fluoro-2-nitrobenzoyl)-aziridine), C1(=CC=CC=C1)N1CNC(C12CCNCC2)=O (1-phenyl-1,3,8-triazaspiro[4,5]decan-4-one), CO (methanol). Run in C1=CC=CC=C1 (benzene). Conditions: time 1.5 hour. The product is 13, FC1=CC(=C(C(=O)NCCN2CCC3(C(NCN3C3=CC=CC=C3)=O)CC2)C=C1)[N+](=O)[O-] (4-fluoro-2-nitro-N-[2-(4-oxo-1-phenyl-1,3,8-triazaspiro-[4,5]dec-8-yl)ethyl]benzamide). As a reaction SMILES: [F:1][C:2]1[CH:12]=[CH:11][C:5]([C:6]([N:8]2[CH2:10][CH2:9]2)=[O:7])=[C:4]([N+:13]([O-:15])=[O:14])[CH:3]=1.[C:16]1([N:22]2[C:26]3([CH2:31][CH2:30][NH:29][CH2:28][CH2:27]3)[C:25](=[O:32])[NH:24][CH2:23]2)[CH:21]=[CH:20][CH:19]=[CH:18][CH:17]=1.CO>C1C=CC=CC=1>[F:1][C:2]1[CH:12]=[CH:11][C:5]([C:6]([NH:8][CH2:10][CH2:9][N:29]2[CH2:28][CH2:27][C:26]3([N:22]([C:16]4[CH:21]=[CH:20][CH:19]=[CH:18][CH:17]=4)[CH2:23][NH:24][C:25]3=[O:32])[CH2:31][CH2:30]2)=[O:7])=[C:4]([N+:13]([O-:15])=[O:14])[CH:3]=1. Reported procedure: A mixture of 15 parts of 1-(4-fluoro-2-nitrobenzoyl)-aziridine, 12 parts of 1-phenyl-1,3,8-triazaspiro[4,5]decan-4-one, 8.8 parts of methanol and 56 parts of benzene is stirred first for 1.50 hours at reflux and further overnight at room temperature. The reaction mixture is evaporated. The residue is dissolved in trichloromethane and the solution is washed with water. Then there are added 8 parts of methanol and silica gel and the whole is stirred for 10 minutes. The silica gel is filtered off a... Reactants: CC(C)=O, CCCCCC, [I-], [Na+], ClCc1cccc(Oc2ccccc2)c1. Product: ICc1cccc(Oc2ccccc2)c1. RXN SMILES: [CH3:18][C:19](=[O:20])[CH3:21].[CH3:22][CH2:23][CH2:24][CH2:25][CH2:26][CH3:27].[I-:17].[Na+:16].[O:1]([c:2]1[cH:3][cH:4][cH:5][cH:6][cH:7]1)[c:8]1[cH:9][c:10]([CH2:11][Cl:12])[cH:13][cH:14][cH:15]1>>[O:1]([c:2]1[cH:3][cH:4][cH:5][cH:6][cH:7]1)[c:8]1[cH:9][c:10]([CH2:11][I:17])[cH:13][cH:14][cH:15]1.